From a dataset of the Open Reaction Database (ORD), a public repository of structured organic reaction records. describe an organic reaction: reactants, conditions, products, and yield The reactants are CO, CCOC(C)=O, [O-][I+3]([O-])([O-])[O-], [Na+], O, CC(Nc1nccc(-c2cc(Sc3ccccc3)nnc2-c2cccc(C(F)(F)F)c2)n1)c1ccccc1. Yields the product CC(Nc1nccc(-c2cc(S(=O)c3ccccc3)nnc2-c2cccc(C(F)(F)F)c2)n1)c1ccccc1. Reaction SMILES: [CH3:45][OH:46].[CH3:48][CH2:49][O:50][C:51](=[O:52])[CH3:53].[I+3:39]([O-:40])([O-:41])([O-:42])[O-:43].[Na+:44].[OH2:47].[c:1]1([CH:7]([CH3:8])[NH:9][c:10]2[n:11][cH:12][cH:13][c:14](-[c:16]3[cH:17][c:18]([S:32][c:33]4[cH:34][cH:35][cH:36][cH:37][cH:38]4)[n:19][n:20][c:21]3-[c:22]3[cH:23][c:24]([C:28]([F:29])([F:30])[F:31])[cH:25][cH:26][cH:27]3)[n:15]2)[cH:2][cH:3][cH:4][cH:5][cH:6]1>>[c:1]1([CH:7]([CH3:8])[NH:9][c:10]2[n:11][cH:12][cH:13][c:14](-[c:16]3[cH:17][c:18]([S:32]([c:33]4[cH:34][cH:35][cH:36][cH:37][cH:38]4)=[O:40])[n:19][n:20][c:21]3-[c:22]3[cH:23][c:24]([C:28]([F:29])([F:30])[F:31])[cH:25][cH:26][cH:27]3)[n:15]2)[cH:2][cH:3][cH:4][cH:5][cH:6]1. Starting materials: D1, COC1=C(CON2C(NC3=C(C2=O)SC2=C3C=CC=C2)=O)C=CC(=C1)OC (3-(2,4-Dimethoxy-benzyloxy)-1H-benzo[4,5]thieno[3,2-d]pyrimidine-2,4-dione), ClCC1=CC=C(O1)C(=O)OC (methyl 5-chloromethyl-2-furoate). Yields the product COC(=O)C=1OC(=CC1)CN1C(N(C(C2=C1C1=C(S2)C=CC=C1)=O)O)=O (5-(3-Hydroxy-2,4-dioxo-3,4-dihydro-2H-benzo[4,5]thieno[3,2-d]pyrimidin-1-ylmethyl)-furan-2-carboxylic acid methyl ester). Reaction SMILES: COC1C=C(OC)C=CC=1C[O:6][N:7]1[C:12](=[O:13])[C:11]2[S:14][C:15]3[CH:20]=[CH:19][CH:18]=[CH:17][C:16]=3[C:10]=2[NH:9][C:8]1=[O:21].Cl[CH2:29][C:30]1[O:34][C:33]([C:35]([O:37][CH3:38])=[O:36])=[CH:32][CH:31]=1>>[CH3:38][O:37][C:35]([C:33]1[O:34][C:30]([CH2:29][N:9]2[C:10]3[C:16]4[CH:17]=[CH:18][CH:19]=[CH:20][C:15]=4[S:14][C:11]=3[C:12](=[O:13])[N:7]([OH:6])[C:8]2=[O:21])=[CH:31][CH:32]=1)=[O:36]. Reported procedure: Following general procedure B2 and D1, 3-(2,4-Dimethoxy-benzyloxy)-1H-benzo[4,5]thieno[3,2-d]pyrimidine-2,4-dione was alkylated with methyl 5-chloromethyl-2-furoate and subsequently deprotected to provide the title compound as a white solid. 1H NMR (d6-DMSO, 300 MHz) δ 3.64 (s, 3H); 5.60 (s, 2H); 6.48 (d, J=3 Hz, 1H); 7.09 (d, J=3 Hz, 1H); 7.32 (dd, J=8 Hz, 1H); 7.44 (dd, J=8 Hz, 1H); 7.92 (d, J=9 Hz, 1H); 8.00 (d, J=8 Hz, 1H); Ret. time=2.33 min., m/z=373.0. Reactants: [OH-].[Na+] (NaOH), C1(=CC=CC=C1)C1(OCC(O[C@@H]1C(=O)OCC1=CC=CC=C1)=O)C1=CC=CC=C1 (benzyl (S)-5,5-diphenyl-2-oxo-1,4-dioxane-6-carboxylate), oil. The solvent is O (water), Cl (hydrochloric acid), CN(C)C=O (DMF). Product: C1(=CC=CC=C1)C([C@@H](C(=O)OCC1=CC=CC=C1)O)(OCC(=O)O)C1=CC=CC=C1 ((S)-(1,1-Diphenyl-2-hydroxy-2-benzyloxycarbonylethoxy)acetic acid). Reaction SMILES: [C:1]1([C:7]2([C:24]3[CH:29]=[CH:28][CH:27]=[CH:26][CH:25]=3)[C@@H:12]([C:13]([O:15][CH2:16][C:17]3[CH:22]=[CH:21][CH:20]=[CH:19][CH:18]=3)=[O:14])[O:11][C:10](=[O:23])[CH2:9][O:8]2)[CH:6]=[CH:5][CH:4]=[CH:3][CH:2]=1.[OH-:30].[Na+]>CN(C=O)C.O.Cl>[C:24]1([C:7]([C:1]2[CH:2]=[CH:3][CH:4]=[CH:5][CH:6]=2)([O:8][CH2:9][C:10]([OH:23])=[O:30])[C@H:12]([OH:11])[C:13]([O:15][CH2:16][C:17]2[CH:22]=[CH:21][CH:20]=[CH:19][CH:18]=2)=[O:14])[CH:29]=[CH:28][CH:27]=[CH:26][CH:25]=1 |f:1.2|. Procedure details: 14 g (36 mmol) of benzyl (S)-5,5-diphenyl-2-oxo-1,4-dioxane-6-carboxylate were dissolved in 50 ml of DMF and, with ice-cooling, 43 ml of 1 N NaOH solution were added. After ten minutes, the mixture was diluted with 300 ml of water and neutralized with 43 ml of 1 N hydrochloric acid and the aqueous phase was extracted with ether. The ether phase was dried, the solvent was distilled off and the residue (8.8 g, 21 mmol of an oil) was directly reacted further.